Dataset: the Open Reaction Database (ORD), a public repository of structured organic reaction records. Task: describe an organic reaction: reactants, conditions, products, and yield Starting materials: ClC1=NC=CC(=C1)C1=NSC(=N1)N1CCN(CC1)CCC1=CC(=NC=C1)OC (3-(2-chloropyridin-4-yl)-5-(4-(2-(2-methoxypyridin-4-yl)ethyl)piperazin-1-yl)-1,2,4-thiadiazole), ClC1=NC(=NS1)C1=CC(=NC=C1)Cl (5-chloro-3-(2-chloropyridin-4-yl)-1,2,4-thiadiazole), Cl.Cl.Cl.COC1=NC=CC(=C1)CCN1CCNCC1 (1-(2-(2-methoxypyridin-4-yl)ethyl)piperazine trihydrochloride). Product: COC1=NC=CC(=C1)CCN1CCN(CC1)C1=NC(=NS1)C1=CC(=NC=C1)C (5-(4-(2-(2-methoxypyridin-4-yl)ethyl)piperazin-1-yl)-3-(2-methylpyridin-4-yl)-1,2,4-thiadiazole). Reaction SMILES: Cl[C:2]1[CH:7]=[C:6]([C:8]2[N:12]=[C:11]([N:13]3[CH2:18][CH2:17][N:16]([CH2:19][CH2:20][C:21]4[CH:26]=[CH:25][N:24]=[C:23]([O:27][CH3:28])[CH:22]=4)[CH2:15][CH2:14]3)[S:10][N:9]=2)[CH:5]=[CH:4][N:3]=1.Cl[C:30]1SN=C(C2C=CN=C(Cl)C=2)N=1.Cl.Cl.Cl.COC1C=C(CCN2CCNCC2)C=CN=1>>[CH3:28][O:27][C:23]1[CH:22]=[C:21]([CH2:20][CH2:19][N:16]2[CH2:17][CH2:18][N:13]([C:11]3[S:10][N:9]=[C:8]([C:6]4[CH:5]=[CH:4][N:3]=[C:2]([CH3:30])[CH:7]=4)[N:12]=3)[CH2:14][CH2:15]2)[CH:26]=[CH:25][N:24]=1 |f:2.3.4.5|. Reported procedure: In analogy to the procedure described for the synthesis of 3-(2-chloropyridin-4-yl)-5-(4-(2-(2-methoxypyridin-4-yl)ethyl)piperazin-1-yl)-1,2,4-thiadiazole (Example 168), the tile compound was prepared from 5-chloro-3-(2-chloropyridin-4-yl)-1,2,4-thiadiazole and 1-(2-(2-methoxypyridin-4-yl)ethyl)piperazine trihydrochloride. The reactants are Cl (HCl), C(C)(=O)OCC(O[Si](C)(C)C)=C1[C@@H](CC2C3CCC4=CC(C=C[C@@]4(C3=CC[C@]12C)C)=O)C (2-((10S,13S,16R)-10,13,16-trimethyl-3-oxo-7,8,12,13,15,16-hexahydro-3H-cyclopenta[a]phenanthren-17(6H,10H,14H)-ylidene)-2-(trimethylsilyloxy)ethyl acetate), C([O-])(O)=O.[K+] (potassium bicarbonate). Run in C(C)(=O)OCC (ethyl acetate). Product: C(C)(=O)OCC([C@H]1[C@@H](CC2C3CCC4=CC(C=C[C@@]4(C3=CC[C@]12C)C)=O)C)=O (2-oxo-2-((10S,13S,16R,17S)-10,13,16-trimethyl-3-oxo-6,7,8,10,12,13,14,15,16,17-decahydro-3H-cyclopenta[a]phenanthren-17-yl)ethyl acetate). RXN SMILES: [C:1]([O:4][CH2:5][C:6](=[C:12]1[C@:28]2([CH3:29])[CH:15]([CH:16]3[C:25](=[CH:26][CH2:27]2)[C@:24]2([CH3:30])[C:19](=[CH:20][C:21](=[O:31])[CH:22]=[CH:23]2)[CH2:18][CH2:17]3)[CH2:14][C@H:13]1[CH3:32])[O:7][Si](C)(C)C)(=[O:3])[CH3:2].Cl.C(=O)(O)[O-].[K+]>C(OCC)(=O)C>[C:1]([O:4][CH2:5][C:6](=[O:7])[C@@H:12]1[C@:28]2([CH3:29])[CH:15]([CH:16]3[C:25](=[CH:26][CH2:27]2)[C@:24]2([CH3:30])[C:19](=[CH:20][C:21](=[O:31])[CH:22]=[CH:23]2)[CH2:18][CH2:17]3)[CH2:14][C@H:13]1[CH3:32])(=[O:3])[CH3:2] |f:2.3|. Reported procedure: The crude product from step 1 is dissolved in ethyl acetate, and slurried with aqueous 1N HCl until hydrolysis is complete. The aqueous acid is neutralized with aqueous potassium bicarbonate, and the ethyl acetate phase is dried, filtered, and concentrated to a semi-solid. Reactants: NC1=CC=CC=C1 (aniline), N (ammonia), N (ammonia), S(=O)(=O)(O)Cl.ClC1=C(C=CC=C1)[N+](=O)[O-] (4-chloro-3-nitrobenzene sulphochloride). Run in C(CCC)O (n-butanol). Conditions: time 1 hour. Product: 460, C1(=CC=CC=C1)NC1=C(C=C(C=C1)S(=O)(=O)N)[N+](=O)[O-] (4-phenylamino-3-nitrobenzene-sulphonic acid amide). RXN SMILES: [NH3:1].[S:2](Cl)([OH:5])(=O)=[O:3].Cl[C:8]1[CH:13]=[CH:12][CH:11]=[CH:10][C:9]=1[N+:14]([O-:16])=[O:15].[NH2:17][C:18]1[CH:23]=[CH:22][CH:21]=[CH:20][CH:19]=1>C(O)CCC>[C:18]1([NH:17][C:8]2[CH:13]=[CH:12][C:11]([S:2]([NH2:1])(=[O:5])=[O:3])=[CH:10][C:9]=2[N+:14]([O-:16])=[O:15])[CH:23]=[CH:22][CH:21]=[CH:20][CH:19]=1 |f:1.2|. Reported procedure: The dyestuff used in Example 204 had been prepared as follows: 900 parts of n-butanol saturated with ammonia are mixed with 550 parts of 79% 4-chloro-3-nitrobenzene sulphochloride and the mixture is stirred at 55°-60° C for 1 hour. 200 Parts aniline were added and the mixture was heated to boiling temperature while slowly introducing ammonia, until the dyestuff formation was completed. After cooling, the crystallised product was filtered off with suction, washed with methanol and water and after... The reactants are COC(=O)c1cccn(-c2ccccc2C(C)C)c1=O, CO, [Na+], C1CCOC1, [OH-], O. Yields the product CC(C)c1ccccc1-n1cccc(C(=O)O)c1=O. As a reaction SMILES: [CH3:1][CH:2]([CH3:3])[c:4]1[c:5](-[n:10]2[c:11](=[O:20])[c:12]([C:16](=[O:17])[O:18][CH3:19])[cH:13][cH:14][cH:15]2)[cH:6][cH:7][cH:8][cH:9]1.[CH3:26][OH:27].[Na+:29].[O:21]1[CH2:22][CH2:23][CH2:24][CH2:25]1.[OH-:28].[OH2:30]>>[CH3:1][CH:2]([CH3:3])[c:4]1[c:5](-[n:10]2[c:11](=[O:20])[c:12]([C:16](=[O:17])[OH:18])[cH:13][cH:14][cH:15]2)[cH:6][cH:7][cH:8][cH:9]1. Reactants: CN(Cc1cc(-c2cccc(C=O)c2F)n(S(=O)(=O)c2cccnc2)c1)C(=O)OC(C)(C)C, CC(=O)[O-], CC(C)O, Cl, NO, [Na+], [Na+], O=C([O-])O. The product is CN(Cc1cc(-c2cccc(C=NO)c2F)n(S(=O)(=O)c2cccnc2)c1)C(=O)OC(C)(C)C. Reaction SMILES: [C:1]([CH3:2])([CH3:3])([CH3:4])[O:5][C:6]([N:7]([CH3:8])[CH2:9][c:10]1[cH:11][n:12]([S:24](=[O:25])(=[O:26])[c:27]2[cH:28][n:29][cH:30][cH:31][cH:32]2)[c:13](-[c:15]2[c:16]([F:23])[c:17]([CH:21]=[O:22])[cH:18][cH:19][cH:20]2)[cH:14]1)=[O:33].[CH3:38][C:39](=[O:40])[O-:41].[CH3:47][CH:48]([OH:49])[CH3:50].[ClH:34].[NH2:35][OH:36].[Na+:37].[Na+:42].[OH:43][C:44](=[O:45])[O-:46]>>[C:1]([CH3:2])([CH3:3])([CH3:4])[O:5][C:6]([N:7]([CH3:8])[CH2:9][c:10]1[cH:11][n:12]([S:24](=[O:25])(=[O:26])[c:27]2[cH:28][n:29][cH:30][cH:31][cH:32]2)[c:13](-[c:15]2[c:16]([F:23])[c:17]([CH:21]=[N:35][OH:36])[cH:18][cH:19][cH:20]2)[cH:14]1)=[O:33]. Reactants: C(C)N(C1(CC1)C(=O)O)S(=O)(=O)C1=CC=C(C=C1)F (1-[ethyl-(4-fluorophenyl)sulfonyl-amino]cyclopropanecarboxylic acid), CCOC(=O)OC(=O)OCC (DEPC), FC(C1=CC=C(C=C1)C1=NC=CC(=C1)CN)(F)F ([2-[4-(trifluoromethyl)phenyl]-4-pyridyl]methanamine). Run in C1CCOC1 (THF). Conditions: time 8 hour. Product: C(C)N(C1(CC1)C(=O)NCC1=CC(=NC=C1)C1=CC=C(C=C1)C(F)(F)F)S(=O)(=O)C1=CC=C(C=C1)F (1-[ethyl-(4-fluorophenyl)sulfonyl-amino]-N-[[2-[4-(trifluoromethyl)phenyl]-4-pyridyl]methyl]cyclopropanecarboxamide). Isolated yield 26.8%. RXN SMILES: [CH2:1]([N:3]([S:10]([C:13]1[CH:18]=[CH:17][C:16]([F:19])=[CH:15][CH:14]=1)(=[O:12])=[O:11])[C:4]1([C:7]([OH:9])=O)[CH2:6][CH2:5]1)[CH3:2].CCOC(OC(OCC)=O)=O.[F:31][C:32]([F:48])([F:47])[C:33]1[CH:38]=[CH:37][C:36]([C:39]2[CH:44]=[C:43]([CH2:45][NH2:46])[CH:42]=[CH:41][N:40]=2)=[CH:35][CH:34]=1>C1COCC1>[CH2:1]([N:3]([S:10]([C:13]1[CH:18]=[CH:17][C:16]([F:19])=[CH:15][CH:14]=1)(=[O:12])=[O:11])[C:4]1([C:7]([NH:46][CH2:45][C:43]2[CH:42]=[CH:41][N:40]=[C:39]([C:36]3[CH:37]=[CH:38][C:33]([C:32]([F:48])([F:31])[F:47])=[CH:34][CH:35]=3)[CH:44]=2)=[O:9])[CH2:5][CH2:6]1)[CH3:2]. Procedure details: Acid 15A (303 mg, 1 mmol) was dissolved in 5 ml of THF and at rt DEPC (1.1 equiv, 0.17 ml) and [2-[4-(trifluoromethyl)phenyl]-4-pyridyl]methanamine 21A (1.1 equiv., 277.5 mg) were added to the solution. The mixture was stirred at rt overnight then evaporated. he residue was dissolved in AcOEt (30 ml) and washed with water (1×20 ml) and brine. The organic phase was dried over sodium sulfate and concentrated under vacuum. The purification of the crude by chromatographic column (1:1 EtOAc:Petroleum... Yields the product C(\C=C\C(=O)O)(=O)O.FC1=CC2=C(C(=NO2)C2CCN(CC2)C(C(C)O)C2CNC3=CC=CC=C3C2)C=C1.FC1=CC2=C(C(=NO2)C2CCN(CC2)C(C(C)O)C2CNC3=CC=CC=C3C2)C=C1 (3-[4-(6-Fluoro-1,2-benzisoxazol-3-yl)-1-piperidinyl-2-hydroxy-1-propyl]-1,2,3,4-tetrahydroquinoline hemifumarate). Procedure details: A stirred mixture of N-(2,3-epoxypropyl)-4-(6-fluoro-1,2-benzisoxazol-3-yl)piperidine (2.41 g, 8.73 mmol), 1,2,3,4-tetrahydroquinoline (1.33 g, 10 mmol, in isopropyl alcohol (50 ml) was heated at reflux for 6 hours. The solution was cooled and the solvent was removed on a rotary evaporator. The crude solid was purified by flash chromatography over a silica gel column (SiO2, 40 g, eluted with methylene chloride DCM, and 1-3% MEOH in DCM). The product thus purified weighed 2.0 g. This material was... As a reaction SMILES: [O:1]1[CH2:20][CH:2]1[CH2:3][N:4]1[CH2:9][CH2:8][CH:7]([C:10]2[C:14]3[CH:15]=[CH:16][C:17]([F:19])=[CH:18][C:13]=3[O:12][N:11]=2)[CH2:6][CH2:5]1.[NH:21]1[C:30]2[C:25](=[CH:26][CH:27]=[CH:28][CH:29]=2)[CH2:24][CH2:23][CH2:22]1.[C:31]([OH:38])(=[O:37])/[CH:32]=[CH:33]/[C:34]([OH:36])=[O:35]>C(O)(C)C.C(O)C>[C:31]([OH:38])(=[O:37])/[CH:32]=[CH:33]/[C:34]([OH:36])=[O:35].[F:19][C:17]1[CH:16]=[CH:15][C:14]2[C:10]([CH:7]3[CH2:6][CH2:5][N:4]([CH:3]([CH:23]4[CH2:24][C:25]5[C:30](=[CH:29][CH:28]=[CH:27][CH:26]=5)[NH:21][CH2:22]4)[CH:2]([OH:1])[CH3:20])[CH2:9][CH2:8]3)=[N:11][O:12][C:13]=2[CH:18]=1.[F:19][C:17]1[CH:16]=[CH:15][C:14]2[C:10]([CH:7]3[CH2:6][CH2:5][N:4]([CH:3]([CH:23]4[CH2:24][C:25]5[C:30](=[CH:29][CH:28]=[CH:27][CH:26]=5)[NH:21][CH2:22]4)[CH:2]([OH:1])[CH3:20])[CH2:9][CH2:8]3)=[N:11][O:12][C:13]=2[CH:18]=1 |f:5.6.7|. The reactants are O1C(CN2CCC(CC2)C2=NOC3=C2C=CC(=C3)F)C1 (N-(2,3-epoxypropyl)-4-(6-fluoro-1,2-benzisoxazol-3-yl)piperidine), N1CCCC2=CC=CC=C12 (1,2,3,4-tetrahydroquinoline), C(\C=C\C(=O)O)(=O)O (fumaric acid). Solvent: C(C)(C)O (isopropyl alcohol), C(C)O (ethanol).